From a dataset of the Open Reaction Database (ORD), a public repository of structured organic reaction records. describe an organic reaction: reactants, conditions, products, and yield Procedure details: A mixture of (E)-2-{2-[2-(2-trifluoromethyl-phenyl)-vinyl]-1H-benzimidazol-5-yl}-benzenesulfonamide Cpd 364 (0.020 g, 0.045 mmol) and 10% palladium on charcoal (0.005 g, 0.0045 mmol) in 2 mL MeOH was hydrogenated under H2 gas (1 atm) for 1 hour. The catalyst was removed by filtration, the filtrate was concentrated to dryness, and the residue was purified by chromatography (silica gel, MeOH:CH2Cl2=10:1) to give the title compound as a white solid. 1H-NMR (400 MHz, CD3OD) δ (ppm): 8.14 (dd, 1H, J=... Yields the product FC(C1=C(C=CC=C1)CCC1=NC2=C(N1)C=CC(=C2)C2=C(C=CC=C2)S(=O)(=O)N)(F)F (2-{2-[2-(2-trifluoromethyl-phenyl)-ethyl]-1H-benzimidazol-5-yl}-benzenesulfonamide). Conditions: time 1 hour. The reactants are FC(C1=C(C=CC=C1)/C=C/C1=NC2=C(N1)C=CC(=C2)C2=C(C=CC=C2)S(=O)(=O)N)(F)F ((E)-2-{2-[2-(2-trifluoromethyl-phenyl)-vinyl]-1H-benzimidazol-5-yl}-benzenesulfonamide), 364. Run in CO (MeOH). The reagents and catalysts are [Pd] (palladium on charcoal). As a reaction SMILES: [F:1][C:2]([F:31])([F:30])[C:3]1[CH:8]=[CH:7][CH:6]=[CH:5][C:4]=1/[CH:9]=[CH:10]/[C:11]1[NH:15][C:14]2[CH:16]=[CH:17][C:18]([C:20]3[CH:25]=[CH:24][CH:23]=[CH:22][C:21]=3[S:26]([NH2:29])(=[O:28])=[O:27])=[CH:19][C:13]=2[N:12]=1>[Pd].CO>[F:31][C:2]([F:1])([F:30])[C:3]1[CH:8]=[CH:7][CH:6]=[CH:5][C:4]=1[CH2:9][CH2:10][C:11]1[NH:15][C:14]2[CH:16]=[CH:17][C:18]([C:20]3[CH:25]=[CH:24][CH:23]=[CH:22][C:21]=3[S:26]([NH2:29])(=[O:27])=[O:28])=[CH:19][C:13]=2[N:12]=1. The reactants are [Cl-].[NH4+] (ammonium chloride), C(CCC)[Li].CCCCCC (n-butyllithium hexane), C(C)(C)NC(C)C (diisopropylamine), CC(=O)C1=CC(=CC=C1)F (3-fluoroacetophenone), Cl.OC(C(N)=N)(C)C (2-hydroxy-2-methylpropanimidamide hydrochloride), [H-].[Na+] (sodium hydride), [Li+].CC(C)[N-]C(C)C (LDA), ClS(=O)(=O)C=1C=C(C(=O)Cl)C=CC1 (3-(chlorosulfonyl)benzoyl chloride). The solvent is C1CCOC1 (THF), C1CCOC1 (THF). Reaction conditions: temperature -78 celsius, time 30 minute. The product is FC=1C=C(C=CC1)C(CC(=O)C=1C=C(C=CC1)S(=O)(=O)NC(C(C)(C)O)=N)=O (N-({3-[3-(3-fluorophenyl)-3-oxopropanoyl]phenyl}sulfonyl)-2-hydroxy-2-methylpropanimidamide). Reaction SMILES: C([Li])CCC.CCCCCC.C(NC(C)C)(C)C.[Li+].CC([N-]C(C)C)C.[CH3:27][C:28]([C:30]1[CH:35]=[CH:34][CH:33]=[C:32]([F:36])[CH:31]=1)=[O:29].Cl[S:38]([C:41]1[CH:42]=[C:43]([CH:47]=[CH:48][CH:49]=1)[C:44](Cl)=[O:45])(=[O:40])=[O:39].Cl.[OH:51][C:52]([CH3:57])([CH3:56])[C:53](=N)[NH2:54].[H-].[Na+].[Cl-].[NH4+:61]>C1COCC1>[F:36][C:32]1[CH:31]=[C:30]([C:28](=[O:29])[CH2:27][C:44]([C:43]2[CH:42]=[C:41]([S:38]([NH:61][C:53](=[NH:54])[C:52]([OH:51])([CH3:57])[CH3:56])(=[O:40])=[O:39])[CH:49]=[CH:48][CH:47]=2)=[O:45])[CH:35]=[CH:34][CH:33]=1 |f:0.1,3.4,7.8,9.10,11.12|. Procedure: 1.58 M n-butyllithium/hexane solution (13.8 mL) was dropwise added to an anhydrous THF (30 mL) solution of diisopropylamine (3.08 mL) cooled to −78° C. under Ar gas atmosphere, thereby preparing a LDA solution. This solution was warmed up to −20° C., and then again cooled to −78° C., and thereafter 3-fluoroacetophenone (2.07 g) was dropwise added thereto, followed by stirring at −78° C. for 30 minutes. Then, 3-(chlorosulfonyl)benzoyl chloride (2.44 g) was dropwise added, followed by stirring for... Starting materials: C(CN)N (ethylene diamine), BrC=1C=C2C=3CC(CCC3N(C2=CC1F)CC1=CC(=CC=C1)F)NC(C(C)C)=O (N-[6-bromo-7-fluoro-9-(3-fluoro-benzyl)-2,3,4,9-tetrahydro-1H-carbazol-3-yl]-isobutyramide), BrC=1C(=C2C=3CC(CCC3N(C2=CC1)CC1=CC(=CC=C1)F)NC(C(C)C)=O)F (N-[6-bromo-5-fluoro-9-(3-fluoro-benzyl)-2,3,4,9-tetrahydro-1H-carbazol-3-yl]-isobutyramide), [Cu]C#N (copper(I) cyanide). Reagents/catalysts: [Cu]I (copper(I) iodide). Run in CCOC(=O)C (EtOAc), O (water), CN1C(CCC1)=O (N-methylpyrrolidinone). Reaction conditions: temperature 130 celsius. Product: C(#N)C=1C=C2C=3CC(CCC3N(C2=CC1F)CC1=CC(=CC=C1)F)NC(C(C)C)=O (N-[6-Cyano-7-fluoro-9-(3-fluoro-benzyl)-2,3,4,9-tetrahydro-1H-carbazol-3-yl]-isobutyramide). Isolated yield 20.0%. As a reaction SMILES: Br[C:2]1[CH:3]=[C:4]2[C:12](=[CH:13][C:14]=1[F:15])[N:11]([CH2:16][C:17]1[CH:22]=[CH:21][CH:20]=[C:19]([F:23])[CH:18]=1)[C:10]1[CH2:9][CH2:8][CH:7]([NH:24][C:25](=[O:29])[CH:26]([CH3:28])[CH3:27])[CH2:6][C:5]2=1.BrC1C(F)=C2C(=CC=1)[N:40](CC1C=CC=C(F)C=1)[C:39]1CCC(NC(=O)C(C)C)CC2=1.[Cu]C#N.C(N)CN>CN1CCCC1=O.CCOC(C)=O.O.[Cu]I>[C:39]([C:2]1[CH:3]=[C:4]2[C:12](=[CH:13][C:14]=1[F:15])[N:11]([CH2:16][C:17]1[CH:22]=[CH:21][CH:20]=[C:19]([F:23])[CH:18]=1)[C:10]1[CH2:9][CH2:8][CH:7]([NH:24][C:25](=[O:29])[CH:26]([CH3:28])[CH3:27])[CH2:6][C:5]2=1)#[N:40]. Procedure: Dissolve a 65:35 mixture of N-[6-bromo-7-fluoro-9-(3-fluoro-benzyl)-2,3,4,9-tetrahydro-1H-carbazol-3-yl]-isobutyramide and N-[6-bromo-5-fluoro-9-(3-fluoro-benzyl)-2,3,4,9-tetrahydro-1H-carbazol-3-yl]-isobutyramide (500 mg, 1.08 mmol; Preparation 20) in N-methylpyrrolidinone (10 mL). Sparge the resulting solution with nitrogen for 30 min, then add copper(I) cyanide (291 mg, 3.25 mmol) and copper(I) iodide (619 mg, 3.25 mmol). Heat to 130° C. for three days, then cool to room temperature. Dilute t...